This data is from the Open Reaction Database (ORD), a public repository of structured organic reaction records. The task is: describe an organic reaction: reactants, conditions, products, and yield The reactants are [OH-].[Na+] (sodium hydroxide), CN1C=NC(=C1C(=O)OCC)C (1,4-dimethyl-5-carbethoxyimidazole), S([O-])(O)=O.[Na+].C=O (formaldehyde sodium bisulfite). Run in O (water). Product: CN1C=NC(=C1CO)C (1,4-dimethyl-5-hydroxymethylimidazole). The yield is 36.5%. As a reaction SMILES: [CH3:1][N:2]1[C:6]([C:7](OCC)=[O:8])=[C:5]([CH3:12])[N:4]=[CH:3]1.[OH-].[Na+].S(=O)(O)[O-].[Na+].C=O>O>[CH3:1][N:2]1[C:6]([CH2:7][OH:8])=[C:5]([CH3:12])[N:4]=[CH:3]1 |f:1.2,3.4.5|. Procedure details: To a suspension of 1.68 g (0.01 mol) of 1,4-dimethyl-5-carbethoxyimidazole in 10 ml of water was added 0.8 g (0.02 mol) of sodium hydroxide. The mixture was heated to reflux for 30 min. Thereafter, 3.54 g (0.03 mol) of formaldehyde sodium bisulfite was added and heated to reflux for 4 hours. The water in the reaction mixture was removed, and the residue was extracted with isopropyl alcohol and filtered. The isopropyl alcohol extract was concentrated, and the residual solid recrystallized from et... The reactants are CC(=O)OC=O, CCOC(=O)C(N)C#N. The product is CCOC(=O)C(C#N)NC=O. RXN SMILES: [CH:10](=[O:11])[O:12][C:13](=[O:14])[CH3:15].[N:1]#[C:2][CH:3]([NH2:4])[C:5](=[O:6])[O:7][CH2:8][CH3:9]>>[N:1]#[C:2][CH:3]([NH:4][CH:10]=[O:11])[C:5](=[O:6])[O:7][CH2:8][CH3:9]. Starting materials: C(C1=CC=CC=C1)C1CN(CCC1)CCC1=CC=C(C=C1)NC(=O)OC(C)(C)C (3-benzyl-1-[2-(4-tert-butoxycarbonylaminophenyl)ethyl]piperidine), Br (HBr). Run at temperature 25 celsius, time 20 hour. Yields the product Br.C(C1=CC=CC=C1)C1CN(CCC1)CCC1=CC=C(C=C1)N (3-benzyl-1-[2-(4-aminophenyl)ethyl]piperidine hydrobromide). The yield is 55.0%. Reaction SMILES: [CH2:1]([CH:8]1[CH2:13][CH2:12][CH2:11][N:10]([CH2:14][CH2:15][C:16]2[CH:21]=[CH:20][C:19]([NH:22]C(OC(C)(C)C)=O)=[CH:18][CH:17]=2)[CH2:9]1)[C:2]1[CH:7]=[CH:6][CH:5]=[CH:4][CH:3]=1.[BrH:30]>>[BrH:30].[CH2:1]([CH:8]1[CH2:13][CH2:12][CH2:11][N:10]([CH2:14][CH2:15][C:16]2[CH:21]=[CH:20][C:19]([NH2:22])=[CH:18][CH:17]=2)[CH2:9]1)[C:2]1[CH:3]=[CH:4][CH:5]=[CH:6][CH:7]=1 |f:2.3|. Procedure: 3-benzyl-1-[2-(4-tert-butoxycarbonylaminophenyl)ethyl]piperidine (0.67 g, 1.69 mmol) was dissolved in HBr (saturated solution in methanol, 10 mL) and the resulting solution stirred at 25° C. for 20 h. Then, after concentration in vacuum, the resultant mixture was treated with NaHCO3 (water saturated solution, 50 mL) and extracted twice with EtOAc (2×50 mL). The collected organic phase was washed with brine (50 mL), dried and concentrated in vacuum. The crude compound was purified by filtration o... Conditions: temperature -15 celsius, time 30 minute. Isolated yield 88.0%. Procedure details: To a stirred solution of 0.932 g. (7.21 m mole) of quinoline in 8.0 ml. of chloroform is added 0.840 g. (4.05 m mole) of phosphorus pentachloride. The suspension is cooled to -15° C., and then 1.81 g. (3.84 m mole) of 6-(2-phenylacetamido)-2,2-dimethyl-3-(2-[pivaloyloxymethyl]tetrazol-5-yl)penam is added. Stirring is continued for a further 30 minutes, at ca.-5° C., and then 2.15 g. (35.7 m mole) of n-propanol is added. Stirring is continued for a further 30 minutes, again at ca. -5° C., and the... Reaction SMILES: N1C2C(=CC=CC=2)C=CC=1.P(Cl)(Cl)(Cl)(Cl)[Cl:12].C1(CC([NH:26][CH:27]2[C:48](=[O:49])[N:29]3[CH:30]([C:35]4[N:36]=[N:37][N:38]([CH2:40][O:41][C:42](=[O:47])[C:43]([CH3:46])([CH3:45])[CH3:44])[N:39]=4)[C:31]([CH3:34])([CH3:33])[S:32][C@H:28]23)=O)C=CC=CC=1.C(OC(C)C)(C)C.CC(C)=O.[Cl-].[Na+]>O.C(O)CC.C(Cl)(Cl)Cl>[ClH:12].[NH2:26][CH:27]1[C:48](=[O:49])[N:29]2[CH:30]([C:35]3[N:36]=[N:37][N:38]([CH2:40][O:41][C:42](=[O:47])[C:43]([CH3:45])([CH3:44])[CH3:46])[N:39]=3)[C:31]([CH3:33])([CH3:34])[S:32][C@H:28]12 |f:3.4,5.6,10.11|. Run in C(Cl)(Cl)Cl (chloroform), C(CC)O (n-propanol), O (water). Starting materials: N1=CC=CC2=CC=CC=C12 (quinoline), [Cl-].[Na+] (sodium chloride), C(C)(C)OC(C)C.CC(=O)C (isopropyl ether acetone), P(Cl)(Cl)(Cl)(Cl)Cl (phosphorus pentachloride), C1(=CC=CC=C1)CC(=O)NC1[C@@H]2N(C(C(S2)(C)C)C=2N=NN(N2)COC(C(C)(C)C)=O)C1=O (6-(2-phenylacetamido)-2,2-dimethyl-3-(2-[pivaloyloxymethyl]tetrazol-5-yl)penam). Yields the product Cl.NC1[C@@H]2N(C(C(S2)(C)C)C=2N=NN(N2)COC(C(C)(C)C)=O)C1=O (6- amino-2,2-dimethyl-3-(2-[pivaloyloxymethyl]tetrazol-5-yl)penam hydrochloride).